Dataset: the Open Reaction Database (ORD), a public repository of structured organic reaction records. Task: describe an organic reaction: reactants, conditions, products, and yield The reactants are ClCCl, O=S(Cl)Cl, OC1c2ccccc2COc2ccccc21. Yields the product ClC1c2ccccc2COc2ccccc21. Reaction SMILES: [CH2:21]([Cl:22])[Cl:23].[S:17]([Cl:18])([Cl:19])=[O:20].[cH:1]1[cH:2][cH:3][cH:4][c:5]2[c:11]1[CH:10]([OH:12])[c:9]1[c:8]([cH:16][cH:15][cH:14][cH:13]1)[CH2:7][O:6]2>>[cH:1]1[cH:2][cH:3][cH:4][c:5]2[c:11]1[CH:10]([Cl:19])[c:9]1[c:8]([cH:16][cH:15][cH:14][cH:13]1)[CH2:7][O:6]2. The reactants are N[C@@H](CC(=O)O)C(=O)O (aspartic acid), N (ammonia). The solvent is O (water). The product is N[C@@H](CC(=O)[O-])C(=O)[O-].[NH4+].[NH4+] (ammonium aspartate), N (ammonia). Reaction SMILES: [NH2:1][C@H:2]([C:7]([OH:9])=[O:8])[CH2:3][C:4]([OH:6])=[O:5].[NH3:10]>O>[NH2:1][C@H:2]([C:7]([O-:9])=[O:8])[CH2:3][C:4]([O-:6])=[O:5].[NH4+:10].[NH4+:1].[NH3:1] |f:3.4.5|. Procedure: An ammonium aspartate solution is prepared in a reactor with a capacity of 2 liters by suspending 133.1 g (1 mol) of aspartic acid in 500 g of water with stirring and adding 68 g (1 mol) of 25% strength aqueous ammonia solution. The resulting clear solution corresponds to the composition of an ammonium aspartate solution as produced by enzymatic addition of ammonia onto fumaric acid after removal (stripping) of excess ammonia. 98 g of concentrated sulfuric acid are added to the solution over the...